This data is from the Open Reaction Database (ORD), a public repository of structured organic reaction records. The task is: describe an organic reaction: reactants, conditions, products, and yield Reactants: O=C([O-])[O-], CC(C)=O, Sc1ccccc1Cl, COc1ccc(CCC(Cl)Cn2ccnc2)cc1, Cl, [K+], [K+]. Product: COc1ccc(CCC(Cn2ccnc2)Sc2ccccc2Cl)cc1. RXN SMILES: [C:28](=[O:29])([O-:30])[O-:31].[CH3:34][C:35](=[O:36])[CH3:37].[Cl:20][c:21]1[c:22]([SH:27])[cH:23][cH:24][cH:25][cH:26]1.[Cl:2][CH:3]([CH2:4][n:5]1[cH:6][n:7][cH:8][cH:9]1)[CH2:10][CH2:11][c:12]1[cH:13][cH:14][c:15]([O:18][CH3:19])[cH:16][cH:17]1.[ClH:1].[K+:32].[K+:33]>>[CH:3]([CH2:4][n:5]1[cH:6][n:7][cH:8][cH:9]1)([CH2:10][CH2:11][c:12]1[cH:13][cH:14][c:15]([O:18][CH3:19])[cH:16][cH:17]1)[S:27][c:22]1[c:21]([Cl:20])[cH:26][cH:25][cH:24][cH:23]1. Reactants: FC(C(=O)O)(F)F (trifluoroacetic acid), C(C)(C)(C)OCC(NC1=C2N=CNC2=NC=N1)C1=NC2=CC=CC=C2C(N1C1=CC=CC=C1)=O (2-[2-tert-butoxy-1-(9H-purin-6-ylamino)-ethyl]-3-phenyl-3H-quinazolin-4-one). Run in ClCCl (dichloromethane). Conditions: time 18 hour. The product is OCC(NC1=C2N=CNC2=NC=N1)C1=NC2=CC=CC=C2C(N1C1=CC=CC=C1)=O (2-[2-hydroxy-1-(9H-purin-6-ylamino)-ethyl]-3-phenyl-3H-quinazolin-4-one), product. RXN SMILES: FC(F)(F)C(O)=O.C([O:12][CH2:13][CH:14]([C:25]1[N:34]([C:35]2[CH:40]=[CH:39][CH:38]=[CH:37][CH:36]=2)[C:33](=[O:41])[C:32]2[C:27](=[CH:28][CH:29]=[CH:30][CH:31]=2)[N:26]=1)[NH:15][C:16]1[N:24]=[CH:23][N:22]=[C:21]2[C:17]=1[N:18]=[CH:19][NH:20]2)(C)(C)C>ClCCl>[OH:12][CH2:13][CH:14]([C:25]1[N:34]([C:35]2[CH:40]=[CH:39][CH:38]=[CH:37][CH:36]=2)[C:33](=[O:41])[C:32]2[C:27](=[CH:28][CH:29]=[CH:30][CH:31]=2)[N:26]=1)[NH:15][C:16]1[N:24]=[CH:23][N:22]=[C:21]2[C:17]=1[N:18]=[CH:19][NH:20]2. Procedure: Compound 92 was prepared by adding trifluoroacetic acid to a solution of 2-[2-tert-butoxy-1-(9H-purin-6-ylamino)-ethyl]-3-phenyl-3H-quinazolin-4-one in dichloromethane. The reaction was stirred at ambient temperature for 18 hours, then concentrated in vacuo. Purification by LC provided the product as a white solid. MS (ES): m/z 400 (M+H), 382, 200, 136. Compound 92 is shown below.